Dataset: the Open Reaction Database (ORD), a public repository of structured organic reaction records. Task: describe an organic reaction: reactants, conditions, products, and yield Starting materials: ClC=1C=CC(=C(CC2CNC(CN(C2=O)C(=O)NC(C(=O)NCC(=O)OC(C)(C)C)CC)=O)C1)OC (tert-butyl {[2-({[6-(5-chloro-2-methoxybenzyl)-3,7-dioxo-1,4-diazepan-1-yl]carbonyl}amino)butanoyl]amino}acetate), Cl.C(C)(C)(C)OC(CN)=O (glycine tert-butyl ester hydrochloride), NC1=CC=CC=C1 (aniline), compound 119, compound 100. Product: N(C1=CC=CC=C1)C([C@@H](C)NC(=O)N1CC(NCC(C1=O)CC1=C(C=CC(=C1)Cl)OC)=O)=O (N-[(1R)-2-anilino-1-methyl-2-oxoethyl]-6-(5-chloro-2-methoxybenzyl)-3,7-dioxo-1,4-diazepan-1-carboxamide). Reaction SMILES: [Cl:1][C:2]1[CH:3]=[CH:4][C:5]([O:35][CH3:36])=[C:6]([CH:34]=1)[CH2:7][CH:8]1[C:14](=[O:15])[N:13]([C:16]([NH:18][CH:19]([CH2:31]C)[C:20]([NH:22][CH2:23][C:24](OC(C)(C)C)=O)=[O:21])=[O:17])[CH2:12][C:11](=[O:33])[NH:10][CH2:9]1.Cl.C(OC(=O)CN)(C)(C)C.N[C:48]1[CH:53]=CC=[CH:50][CH:49]=1>>[NH:22]([C:20](=[O:21])[C@H:19]([NH:18][C:16]([N:13]1[C:14](=[O:15])[CH:8]([CH2:7][C:6]2[CH:34]=[C:2]([Cl:1])[CH:3]=[CH:4][C:5]=2[O:35][CH3:36])[CH2:9][NH:10][C:11](=[O:33])[CH2:12]1)=[O:17])[CH3:31])[C:23]1[CH:24]=[CH:50][CH:49]=[CH:48][CH:53]=1 |f:1.2|. Procedure details: Instead of the starting material of Example 220, that is, the compound 119, the compound 100 was used, while instead of the glycine tert-butyl ester hydrochloride, aniline was used for the similar procedure as in Example 220 to obtain the title compound. The reactants are C(C)N1C=C(C(C2=CC(=C(C=C12)Cl)F)=O)C(=O)O (1-ethyl-6-fluoro-7-chloro-1,4-dihydro-4-oxoquinoline-3-carboxylic acid), O.O.O.O.O.O.N1CCNCC1 (piperazine hexahydrate). Solvent: O (water). Reaction conditions: temperature 170 celsius. Product: O.O.O.O.O.C(C)N1C=C(C(C2=CC(=C(C=C12)N1CCNCC1)F)=O)C(=O)O (1-ethyl-6-fluoro-1,4-dihydro-7-(1-piperazinyl)-4-oxoquinoline-3-carboxylic acid pentahydrate). RXN SMILES: [CH2:1]([N:3]1[C:12]2[C:7](=[CH:8][C:9]([F:14])=[C:10](Cl)[CH:11]=2)[C:6](=[O:15])[C:5]([C:16]([OH:18])=[O:17])=[CH:4]1)[CH3:2].[OH2:19].O.O.O.O.O.[NH:25]1[CH2:30][CH2:29][NH:28][CH2:27][CH2:26]1>O>[OH2:15].[OH2:19].[OH2:15].[OH2:15].[OH2:15].[CH2:1]([N:3]1[C:12]2[C:7](=[CH:8][C:9]([F:14])=[C:10]([N:25]3[CH2:30][CH2:29][NH:28][CH2:27][CH2:26]3)[CH:11]=2)[C:6](=[O:15])[C:5]([C:16]([OH:18])=[O:17])=[CH:4]1)[CH3:2] |f:1.2.3.4.5.6.7,9.10.11.12.13.14|. Procedure details: A mixture of 1-ethyl-6-fluoro-7-chloro-1,4-dihydro-4-oxoquinoline-3-carboxylic acid (1.9g), piperazine hexahydrate (15g) and water (15 ml) was heated at 170° C. in a sealed tube for 16 hr. After evaporation of the solvent, the residue was acidified with diluted hydrochloric acid, heated at 100° C., and the hot solution was filtered. The filtrate was evaporated to dryness. The residue was dissolved in 10% sodium hydroxide and neutralized with acetic acid. The precipitate was collected, washed wit...